This data is from the Open Reaction Database (ORD), a public repository of structured organic reaction records. The task is: describe an organic reaction: reactants, conditions, products, and yield Reactants: COc1ccc2c(c1)C1(COCC(=O)N1)c1cc(Br)cc(F)c1O2, COc1ccc(P2(=S)SP(=S)(c3ccc(OC)cc3)S2)cc1, Cc1ccccc1. The product is COc1ccc2c(c1)C1(COCC(=S)N1)c1cc(Br)cc(F)c1O2. As a reaction SMILES: [Br:1][c:2]1[cH:3][c:4]2[c:5]([c:6]([F:8])[cH:7]1)[O:9][c:10]1[cH:11][cH:12][c:13]([O:23][CH3:24])[cH:14][c:15]1[C:16]21[CH2:17][O:18][CH2:19][C:20](=[O:22])[NH:21]1.[CH3:25][O:26][c:27]1[cH:28][cH:29][c:30]([P:31]2(=[S:34])[S:32][P:33]([c:35]3[cH:36][cH:37][c:38]([O:39][CH3:40])[cH:41][cH:42]3)(=[S:43])[S:44]2)[cH:45][cH:46]1.[CH3:47][c:48]1[cH:49][cH:50][cH:51][cH:52][cH:53]1>>[Br:1][c:2]1[cH:3][c:4]2[c:5]([c:6]([F:8])[cH:7]1)[O:9][c:10]1[cH:11][cH:12][c:13]([O:23][CH3:24])[cH:14][c:15]1[C:16]21[CH2:17][O:18][CH2:19][C:20](=[S:34])[NH:21]1.